This data is from the Open Reaction Database (ORD), a public repository of structured organic reaction records. The task is: describe an organic reaction: reactants, conditions, products, and yield Starting materials: ClC1=C(N)C=C(C=C1)OC (2-chloro-5-methoxyaniline), Cl (hydrochloric acid), C1(=C(C(=O)C(=C(C1=O)Cl)Cl)Cl)Cl (chloranil), C(\C=C\C)=O ((E)-crotonaldehyde). The solvent is C(CCC)O (n-butanol), O1CCCC1 (Tetrahydrofuran), C(CCC)O (n-butanol). Run at temperature 100 celsius, time 1 hour. Product: Cl.ClC=1C=CC(=C2C=CC(=NC12)C)OC (8-chloro-5-methoxy-2-methylquinoline hydrochloride). The yield is 214.5%. RXN SMILES: [Cl:1][C:2]1[CH:8]=[CH:7][C:6]([O:9][CH3:10])=[CH:5][C:3]=1[NH2:4].Cl.[C:12]1(Cl)[C:18](=O)C(Cl)=C(Cl)[C:14](=O)[C:13]=1Cl.C(=O)/C=C/C>C(O)CCC.O1CCCC1>[ClH:1].[Cl:1][C:2]1[CH:8]=[CH:7][C:6]([O:9][CH3:10])=[C:5]2[C:3]=1[N:4]=[C:13]([CH3:14])[CH:12]=[CH:18]2 |f:6.7|. Procedure details: A 1000-mL 3-necked round-bottom flask was charged with 2-chloro-5-methoxyaniline (50 g, 317 mmol), n-butanol (120 mL), concentrated hydrochloric acid (37%, 90 mL), and chloranil (tetrachloro-1,4-benzoquinone) (78 g, 317 mmol). The resulting solution stirred for 1 h at 100° C. in an oil bath. A solution of (E)-crotonaldehyde (28.9 mL, 349 mmol) in n-butanol (50 mL) was added dropwise over 1 h. The resulting solution stirred for 1 h at 100° C. in an oil bath and was then cooled to 70° C. Tetrahydr... Starting materials: C(C)[Zn]CC (Diethylzinc), N1(CCN(C=C1)C(=O)OCC1C2=CC=CC=C2C=2C=CC=CC12)C(=O)OC(C)(C)C (tert-butyl 9H-fluoren-9-ylmethyl 2,3-dihydropyrazine-1,4-dicarboxylate), ICI (Diiodomethane). Run in CCOCC (ether), CCOCC (ether). Conditions: time 8 hour. Product: C12N(CCN(C2C1)C(=O)OCC1C2=CC=CC=C2C=2C=CC=CC12)C(=O)OC(C)(C)C (tert-butyl (±)-9H-fluoren-9-ylmethyl 2,5-diazabicyclo[4.1.0]heptane-2,5-dicarboxylate). RXN SMILES: [N:1]1([C:24]([O:26][C:27]([CH3:30])([CH3:29])[CH3:28])=[O:25])[CH:6]=[CH:5][N:4]([C:7]([O:9][CH2:10][CH:11]2[C:23]3[CH:22]=[CH:21][CH:20]=[CH:19][C:18]=3[C:17]3[C:12]2=[CH:13][CH:14]=[CH:15][CH:16]=3)=[O:8])[CH2:3][CH2:2]1.[CH2:31]([Zn]CC)C.ICI>CCOCC>[CH:6]12[CH2:31][CH:5]1[N:4]([C:7]([O:9][CH2:10][CH:11]1[C:12]3[CH:13]=[CH:14][CH:15]=[CH:16][C:17]=3[C:18]3[C:23]1=[CH:22][CH:21]=[CH:20][CH:19]=3)=[O:8])[CH2:3][CH2:2][N:1]2[C:24]([O:26][C:27]([CH3:30])([CH3:29])[CH3:28])=[O:25]. Procedure details: In a pre-dried round bottom flask, tert-butyl 9H-fluoren-9-ylmethyl 2,3-dihydropyrazine-1,4-dicarboxylate (1.5 g, 3.69 mmol) was dissolved in anhydrous ether (80 ml) under N2. Diethylzinc (27.4 ml, 27.4 mmol) in ether (1M) was added in via syringe. Diiodomethane (1.904 ml, 23.60 mmol) was added. Let reaction stir at room temperature overnight. On next day, reaction was quenched by adding 5 mL of saturated aqueous NH4Cl. Reaction mixture was filtered over a pad of Celite® and filtering cake was w... The reactants are O=C(O)CCCCCCCCCCBr, O=C([O-])[O-], CNO, Cl, [K+], [K+], O=S(Cl)Cl. Yields the product CN(O)C(=O)CCCCCCCCCCBr. RXN SMILES: [Br:1][CH2:2][CH2:3][CH2:4][CH2:5][CH2:6][CH2:7][CH2:8][CH2:9][CH2:10][CH2:11][C:12](=[O:13])[OH:14].[C:23](=[O:24])([O-:25])[O-:26].[CH3:20][NH:21][OH:22].[ClH:19].[K+:27].[K+:28].[S:15]([Cl:16])([Cl:17])=[O:18]>>[Br:1][CH2:2][CH2:3][CH2:4][CH2:5][CH2:6][CH2:7][CH2:8][CH2:9][CH2:10][CH2:11][C:12](=[O:14])[N:21]([CH3:20])[OH:22]. Starting materials: OCCc1ccc(CCBr)cc1, O=C([O-])[O-], CCc1nc(C(=O)N2CCOC3(CCNCC3)C2)cs1, CN1CCCC1=O, [Cs+], [Cs+], O=C(O)C(F)(F)F, O. Product: CCc1nc(C(=O)N2CCOC3(CCN(CCc4ccc(CCO)cc4)CC3)C2)cs1. RXN SMILES: [Br:1][CH2:2][CH2:3][c:4]1[cH:5][cH:6][c:7]([CH2:10][CH2:11][OH:12])[cH:8][cH:9]1.[C:40](=[O:41])([O-:42])[O-:43].[CH2:20]([CH3:21])[c:22]1[s:23][cH:24][c:25]([C:27](=[O:28])[N:29]2[CH2:30][CH2:31][O:32][C:33]3([CH2:34]2)[CH2:35][CH2:36][NH:37][CH2:38][CH2:39]3)[n:26]1.[CH3:46][N:47]1[CH2:48][CH2:49][CH2:50][C:51]1=[O:52].[Cs+:44].[Cs+:45].[F:13][C:14]([F:15])([F:16])[C:17]([OH:18])=[O:19].[OH2:53]>>[CH2:2]([CH2:3][c:4]1[cH:5][cH:6][c:7]([CH2:10][CH2:11][OH:12])[cH:8][cH:9]1)[N:37]1[CH2:36][CH2:35][C:33]2([O:32][CH2:31][CH2:30][N:29]([C:27]([c:25]3[cH:24][s:23][c:22]([CH2:20][CH3:21])[n:26]3)=[O:28])[CH2:34]2)[CH2:39][CH2:38]1. Starting materials: Cl(=O)[O-].[Na+] (sodium chlorite), ClC1=CC=C(C=C1)C1=N[C@H](C=2N(C3=C1C(=C(S3)C=O)C)C(=NN2)C)CC(=O)OC (methyl (S)-{4-(4-chlorophenyl)-2-formyl-3,9-dimethyl-6H-thieno[3,2-f][1,2,4]triazolo[4,3-a][1,4]diazepin-6-yl}acetate), P(=O)(O)(O)[O-].[Na+] (sodium dihydrogen phosphate), OO (hydrogen peroxide), S(=O)([O-])[O-].[Na+].[Na+] (sodium sulfite). Solvent: O (water), C(C)#N (acetonitrile). Run at time 1 hour. The product is ClC1=CC=C(C=C1)C1=N[C@H](C=2N(C3=C1C(=C(S3)C(=O)O)C)C(=NN2)C)CC(=O)OC ((S)-4-(4-chlorophenyl)-6-methoxycarbonylmethyl-3,9-dimethyl-6H-thieno[3,2-f][1,2,4]triazolo[4,3-a][1,4]diazepin-2-carboxylic acid). Yield: 126.4%. As a reaction SMILES: [Cl:1][C:2]1[CH:7]=[CH:6][C:5]([C:8]2[C:14]3[C:15]([CH3:20])=[C:16]([CH:18]=[O:19])[S:17][C:13]=3[N:12]3[C:21]([CH3:24])=[N:22][N:23]=[C:11]3[C@H:10]([CH2:25][C:26]([O:28][CH3:29])=[O:27])[N:9]=2)=[CH:4][CH:3]=1.P([O-])(O)(O)=[O:31].[Na+].OO.Cl([O-])=O.[Na+].S([O-])([O-])=O.[Na+].[Na+]>C(#N)C.O>[Cl:1][C:2]1[CH:3]=[CH:4][C:5]([C:8]2[C:14]3[C:15]([CH3:20])=[C:16]([C:18]([OH:31])=[O:19])[S:17][C:13]=3[N:12]3[C:21]([CH3:24])=[N:22][N:23]=[C:11]3[C@H:10]([CH2:25][C:26]([O:28][CH3:29])=[O:27])[N:9]=2)=[CH:6][CH:7]=1 |f:1.2,4.5,6.7.8|. Procedure details: The compound (37.36 g) described in Example 1 and concentrated sulfuric acid (48.3 mL) were dissolved in acetic acid (32 mL). Acetic anhydride (189 mL) and manganese acetate (III) dihydrate (50.00 g) were successively added, and the mixture was stirred at room temperature for 1 hr. After completion of the reaction, water was added, and the mixture was extracted with ethyl acetate, and washed with 3N aqueous sodium hydroxide solution until the aqueous layer became pH 8. The organic layer was wash... The reactants are C(C1=CC=CC=C1)C1(CNC1)C=1C=C(OCCNS(=O)(=O)C=2N=CN(C2)C)C=CC1 (N-(2-(3-(3-benzylazetidin-3-yl)phenoxy)ethyl)-1-methyl-1H-imidazole-4-sulfonamide), C(C)(C)NC(C)C (diisopropylamine), FCC(=O)Cl (fluoroacetyl chloride). Run in ClCCl (dichloromethane). Reaction conditions: time 1 hour. Product: C(C1=CC=CC=C1)C1(CN(C1)C(CF)=O)C=1C=C(OCCNS(=O)(=O)C=2N=CN(C2)C)C=CC1 (1-Methyl-1H-imidazole-4-sulfonic acid (2-{3-[3-benzyl-1-(2-fluoro-acetyl)-azetidin-3-yl]-phenoxy}-ethyl)-amide). RXN SMILES: [CH2:1]([C:8]1([C:12]2[CH:13]=[C:14]([CH:28]=[CH:29][CH:30]=2)[O:15][CH2:16][CH2:17][NH:18][S:19]([C:22]2[N:23]=[CH:24][N:25]([CH3:27])[CH:26]=2)(=[O:21])=[O:20])[CH2:11][NH:10][CH2:9]1)[C:2]1[CH:7]=[CH:6][CH:5]=[CH:4][CH:3]=1.C(NC(C)C)(C)C.[F:38][CH2:39][C:40](Cl)=[O:41]>ClCCl>[CH2:1]([C:8]1([C:12]2[CH:13]=[C:14]([CH:28]=[CH:29][CH:30]=2)[O:15][CH2:16][CH2:17][NH:18][S:19]([C:22]2[N:23]=[CH:24][N:25]([CH3:27])[CH:26]=2)(=[O:21])=[O:20])[CH2:11][N:10]([C:40](=[O:41])[CH2:39][F:38])[CH2:9]1)[C:2]1[CH:7]=[CH:6][CH:5]=[CH:4][CH:3]=1. Procedure: To a stirred solution of N-(2-(3-(3-benzylazetidin-3-yl)phenoxy)ethyl)-1-methyl-1H-imidazole-4-sulfonamide (81 mg, 0.190 mmol) in dry dichloromethane (1.5 ml) containing diisopropylamine (0.066 ml, 0.380 mmol) under argon was added fluoroacetyl chloride (0.022 ml, 0.285 mmol) and stirred at room temperature for 1 h. Washed with 1N HCl, sodium bicarbonate and brine, dried over MgSO4, filtered, evaporated and the crude material was purified by flash silica gel chromatography on 4 g SiO2-cartridge ...